From a dataset of the Open Reaction Database (ORD), a public repository of structured organic reaction records. describe an organic reaction: reactants, conditions, products, and yield Starting materials: BrC=1C(=NC(=NC1)Cl)Cl (5-bromo-2,4-dichloropyrimidine), OCC1CCN(CC1)C(=O)OC(C)(C)C (tert-butyl 4-(hydroxymethyl)piperidine-1-carboxylate). The product is BrC=1C(=NC(=NC1)Cl)OCC1CCN(CC1)C(=O)OC(C)(C)C (tert-butyl 4-((5-bromo-2-chloropyrimidin-4-yloxy)methyl)piperidine-1-carboxylate). Yield: 63.0%. RXN SMILES: [Br:1][C:2]1[C:3](Cl)=[N:4][C:5]([Cl:8])=[N:6][CH:7]=1.[OH:10][CH2:11][CH:12]1[CH2:17][CH2:16][N:15]([C:18]([O:20][C:21]([CH3:24])([CH3:23])[CH3:22])=[O:19])[CH2:14][CH2:13]1>>[Br:1][C:2]1[C:3]([O:10][CH2:11][CH:12]2[CH2:17][CH2:16][N:15]([C:18]([O:20][C:21]([CH3:24])([CH3:23])[CH3:22])=[O:19])[CH2:14][CH2:13]2)=[N:4][C:5]([Cl:8])=[N:6][CH:7]=1. Procedure: Using the procedure of Example 1 Step 1, 5-bromo-2,4-dichloropyrimidine was reacted with tert-butyl 4-(hydroxymethyl)piperidine-1-carboxylate to provide the title compound in 63% yield. 1H NMR (CDCl3, 400 MHz) 8.43 (s, 1H), 4.32 (d, 2H), 4.18 (m, 2H), 2.76 (m, 2H), 2.03 9 m, 1H), 1.80 (m, 2H), 1.46 (s, 9H), 1.34-1.26 (m, 2H); MS (ESI) m/z: Calc: 405.1 (M+). Found. 307.9 (M+-Boc+2).